This data is from the Open Reaction Database (ORD), a public repository of structured organic reaction records. The task is: describe an organic reaction: reactants, conditions, products, and yield Reactants: CS(=O)(=O)OCC1CCN(CC1)C(C1=CC=CC=C1)(C1=CC=CC=C1)C1=CC=CC=C1 ((N-triphenylmethyl-4-piperidyl)methyl methanesulfonate), [N-]=[N+]=[N-].[Na+] (sodium azide). Run in CN(C=O)C (N,N-dimethyl-formamide). Conditions: temperature 70 celsius, time 17 hour. The product is N(=[N+]=[N-])CC1CCN(CC1)C(C1=CC=CC=C1)(C1=CC=CC=C1)C1=CC=CC=C1 (4-Azidomethyl-N-triphenylmethylpiperidine). The yield is 80.9%. Reaction SMILES: CS(O[CH2:6][CH:7]1[CH2:12][CH2:11][N:10]([C:13]([C:26]2[CH:31]=[CH:30][CH:29]=[CH:28][CH:27]=2)([C:20]2[CH:25]=[CH:24][CH:23]=[CH:22][CH:21]=2)[C:14]2[CH:19]=[CH:18][CH:17]=[CH:16][CH:15]=2)[CH2:9][CH2:8]1)(=O)=O.[N-:32]=[N+:33]=[N-:34].[Na+]>CN(C)C=O>[N:32]([CH2:6][CH:7]1[CH2:12][CH2:11][N:10]([C:13]([C:26]2[CH:31]=[CH:30][CH:29]=[CH:28][CH:27]=2)([C:20]2[CH:25]=[CH:24][CH:23]=[CH:22][CH:21]=2)[C:14]2[CH:19]=[CH:18][CH:17]=[CH:16][CH:15]=2)[CH2:9][CH2:8]1)=[N+:33]=[N-:34] |f:1.2|. Procedure details: A suspension of 60.0 g of (N-triphenylmethyl-4-piperidyl)methyl methanesulfonate and 17.9 g of sodium azide in 300 ml of dried N,N-dimethyl-formamide was stirred at 70° C. for 17 hours. After the reaction, an insoluble matter was filtered off and the filtrate was concentrated. The resulting residue was added with water and extracted with ethyl acetate. The extract was washed successively with water and saturated brine, and dried, and then the solvent was evaporated. The resulting solid was washe... RXN SMILES: [OH:1][C:2]1[CH:7]=[CH:6][C:5]([CH2:8][C:9]([OH:11])=[O:10])=[CH:4][CH:3]=1.S(=O)(=O)(O)O.C(=O)(O)[O-].[Na+].[CH2:22](O)[CH3:23]>>[OH:1][C:2]1[CH:3]=[CH:4][C:5]([CH2:8][C:9]([O:11][CH2:22][CH3:23])=[O:10])=[CH:6][CH:7]=1 |f:2.3|. Reactants: OC1=CC=C(C=C1)CC(=O)O (4- hydroxyphenylacetic acid), S(O)(O)(=O)=O (sulfuric acid), C(C)O (ethanol), C([O-])(O)=O.[Na+] (sodium bicarbonate). Product: OC1=CC=C(C=C1)CC(=O)OCC (ethyl 4-hydroxyphenylacetate). Procedure: To a solution of 4- hydroxyphenylacetic acid (3.00 g) in ethanol (50 ml) was added sulfuric acid (5 ml). The mixture was refluxed with heating for 4 hours. Aqueous sodium bicarbonate solution was added to the reaction solution so as to make basic. Then, the reaction solution was extracted with chloroform. The extract was dried over sodium sulfate anhydride and then concentrated under a vacuum to yield a raw product of ethyl 4-hydroxyphenylacetate. In a manner similar to Reference Example 1, this... The reactants are Cc1cc(C(=O)Cl)n(C(C)(C)C)n1, C1CCOC1, [Cl-], Nc1cccc(C(=O)c2ccc3c(c2)NC(=O)C3)c1. Product: Cc1cc(C(=O)Nc2cccc(C(=O)c3ccc4c(c3)NC(=O)C4)c2)n(C(C)(C)C)n1. RXN SMILES: [C:1]([CH3:2])([CH3:3])([CH3:4])[n:5]1[n:6][c:7]([CH3:13])[cH:8][c:9]1[C:10](=[O:11])[Cl:12].[CH2:34]1[O:35][CH2:36][CH2:37][CH2:38]1.[Cl-:33].[NH2:14][c:15]1[cH:16][c:17]([C:18](=[O:19])[c:20]2[cH:21][cH:22][c:23]3[c:27]([cH:28]2)[NH:26][C:25](=[O:29])[CH2:24]3)[cH:30][cH:31][cH:32]1>>[C:1]([CH3:2])([CH3:3])([CH3:4])[n:5]1[n:6][c:7]([CH3:13])[cH:8][c:9]1[C:10](=[O:11])[NH:14][c:15]1[cH:16][c:17]([C:18](=[O:19])[c:20]2[cH:21][cH:22][c:23]3[c:27]([cH:28]2)[NH:26][C:25](=[O:29])[CH2:24]3)[cH:30][cH:31][cH:32]1.